This data is from the Open Reaction Database (ORD), a public repository of structured organic reaction records. The task is: describe an organic reaction: reactants, conditions, products, and yield The reactants are O (water), NCCN1CCC(CC1)N1CCC2=CC=CC=C12 (1-[1-(2-Aminoethyl)piperidin-4-yl]indoline), resultant mixture, ClC1=CC=C(C=C1)S(=O)(=O)Cl (4-chlorobenzenesulfonyl chloride). Run in C(Cl)(Cl)Cl (chloroform). The product is ClC1=CC=C(C=C1)S(=O)(=O)NCCN1CCC(CC1)N1CCC2=CC=CC=C12 (1-{1-[2-(4-chlorophenylsulfonylamino)ethyl]piperidin-4-yl}indoline). The yield is 69.4%. RXN SMILES: [NH2:1][CH2:2][CH2:3][N:4]1[CH2:9][CH2:8][CH:7]([N:10]2[C:18]3[C:13](=[CH:14][CH:15]=[CH:16][CH:17]=3)[CH2:12][CH2:11]2)[CH2:6][CH2:5]1.[Cl:19][C:20]1[CH:25]=[CH:24][C:23]([S:26](Cl)(=[O:28])=[O:27])=[CH:22][CH:21]=1.O>C(Cl)(Cl)Cl>[Cl:19][C:20]1[CH:25]=[CH:24][C:23]([S:26]([NH:1][CH2:2][CH2:3][N:4]2[CH2:9][CH2:8][CH:7]([N:10]3[C:18]4[C:13](=[CH:14][CH:15]=[CH:16][CH:17]=4)[CH2:12][CH2:11]3)[CH2:6][CH2:5]2)(=[O:28])=[O:27])=[CH:22][CH:21]=1. Procedure details: 1-[1-(2-Aminoethyl)piperidin-4-yl]indoline (113 mg) was dissolved in chloroform (3 ml). Under ice cooling, 4-chlorobenzenesulfonyl chloride (97 mg) was added thereto and the resultant mixture was stirred for 6 hr. After adding water, the reaction solution was extracted with chloroform. The organic layer was washed with brine and dried over magnesium sulfate. After evaporating the solvent, the resulting residue (205 mg) was purified by NH-silica gel column chromatography (methanol/methylene chlor...